Dataset: the Open Reaction Database (ORD), a public repository of structured organic reaction records. Task: describe an organic reaction: reactants, conditions, products, and yield Starting materials: FC(C(C(F)(F)F)(OCC1=CC=C(C=C1)OC)C=1C(=CC(=NC1)N1CCN(CC1)CCN1C(NC(C1=O)(C)C1=CC=C(C=C1)OC(C)C)=O)CCC)(F)F (3-[2-(4-{5-[1,1,1,3,3,3-Hexafluoro-2-(4-methoxybenzyloxy)propan-2-yl]-4-propylpyridin-2-yl}piperazin-1-yl)ethyl]-5-[4-(1-methylethoxy)phenyl]-5-methylimidazolidine-2,4-dione). The reagents and catalysts are [C].[Pd] (palladium carbon). Solvent: C(C)(=O)OCC (ethyl acetate). Conditions: time 6 hour. Product: FC(C(C(F)(F)F)(O)C=1C(=CC(=NC1)N1CCN(CC1)CCN1C(NC(C1=O)(C)C1=CC=C(C=C1)OC(C)C)=O)CCC)(F)F (3-(2-{4-[5-(1,1,1,3,3,3-hexafluoro-2-hydroxypropan-2-yl)-4-propylpyridin-2-yl]piperazin-1-yl}ethyl)-5-[4-(1-methylethoxy)phenyl]-5-methylimidazolidine-2,4-dione). The yield is 86.3%. RXN SMILES: [F:1][C:2]([F:54])([F:53])[C:3]([C:18]1[C:19]([CH2:50][CH2:51][CH3:52])=[CH:20][C:21]([N:24]2[CH2:29][CH2:28][N:27]([CH2:30][CH2:31][N:32]3[C:36](=[O:37])[C:35]([C:39]4[CH:44]=[CH:43][C:42]([O:45][CH:46]([CH3:48])[CH3:47])=[CH:41][CH:40]=4)([CH3:38])[NH:34][C:33]3=[O:49])[CH2:26][CH2:25]2)=[N:22][CH:23]=1)([O:8]CC1C=CC(OC)=CC=1)[C:4]([F:7])([F:6])[F:5]>C(OCC)(=O)C.[C].[Pd]>[F:7][C:4]([F:5])([F:6])[C:3]([C:18]1[C:19]([CH2:50][CH2:51][CH3:52])=[CH:20][C:21]([N:24]2[CH2:29][CH2:28][N:27]([CH2:30][CH2:31][N:32]3[C:36](=[O:37])[C:35]([C:39]4[CH:40]=[CH:41][C:42]([O:45][CH:46]([CH3:47])[CH3:48])=[CH:43][CH:44]=4)([CH3:38])[NH:34][C:33]3=[O:49])[CH2:26][CH2:25]2)=[N:22][CH:23]=1)([OH:8])[C:2]([F:53])([F:1])[F:54] |f:2.3|. Reported procedure: 3-[2-(4-{5-[1,1,1,3,3,3-Hexafluoro-2-(4-methoxybenzyloxy)propan-2-yl]-4-propylpyridin-2-yl}piperazin-1-yl)ethyl]-5-[4-(1-methylethoxy)phenyl]-5-methylimidazolidine-2,4-dione (10 mg, 0.0131 mmol) was dissolved in ethyl acetate (2 mL), added palladium carbon (1.0 mg), and the mixture was stirred at room temperature for 6 hours under a hydrogen atmosphere. The reaction solution was filtered through a pad of celite, and concentrated in vacuo. The title compound (7.3 mg (yield 86%)) was obtained as a... Reactants: CC(C)CC(NC(c1ccc(Br)cc1)C(F)F)C(=O)NC1(C#N)CC1, O=C([O-])[O-], O=C([O-])O, CSc1ccc(B(O)O)cc1, CCOC(C)=O, [Na+], [Na+], [Na+], CN(C)C=O. Product: CSc1ccc(-c2ccc(C(NC(CC(C)C)C(=O)NC3(C#N)CC3)C(F)F)cc2)cc1. Reaction SMILES: [Br:1][c:2]1[cH:3][cH:4][c:5]([CH:8]([CH:9]([F:10])[F:11])[NH:12][CH:13]([CH2:14][CH:15]([CH3:16])[CH3:17])[C:18](=[O:19])[NH:20][C:21]2([C:24]#[N:25])[CH2:22][CH2:23]2)[cH:6][cH:7]1.[C:37](=[O:38])([O-:39])[O-:40].[C:43](=[O:44])([OH:45])[O-:46].[CH3:26][S:27][c:28]1[cH:29][cH:30][c:31]([B:34]([OH:35])[OH:36])[cH:32][cH:33]1.[CH3:48][CH2:49][O:50][C:51](=[O:52])[CH3:53].[Na+:41].[Na+:42].[Na+:47].[O:54]=[CH:55][N:56]([CH3:57])[CH3:58]>>[c:2]1(-[c:31]2[cH:30][cH:29][c:28]([S:27][CH3:26])[cH:33][cH:32]2)[cH:3][cH:4][c:5]([CH:8]([CH:9]([F:10])[F:11])[NH:12][CH:13]([CH2:14][CH:15]([CH3:16])[CH3:17])[C:18](=[O:19])[NH:20][C:21]2([C:24]#[N:25])[CH2:22][CH2:23]2)[cH:6][cH:7]1. Reaction conditions: temperature 100 celsius. The solvent is CN(C=O)C (N,N-dimethylformamide). Reaction SMILES: [NH2:1][C:2]1[CH:33]=[CH:32][C:5]([CH2:6][C@H:7]([C:25]([O:27][C:28]([CH3:31])([CH3:30])[CH3:29])=[O:26])[CH2:8][C@@H:9]([C:18]([O:20][C:21]([CH3:24])([CH3:23])[CH3:22])=[O:19])[NH:10][C:11]([O:13][C:14]([CH3:17])([CH3:16])[CH3:15])=[O:12])=[CH:4][CH:3]=1.C(=O)([O-])[O-].[K+].[K+].[C:40]1([CH3:64])[CH:45]=[CH:44][C:43]([S:46]([O:49][CH2:50][CH2:51][CH2:52]OS(C2C=CC(C)=CC=2)(=O)=O)(=[O:48])=[O:47])=[CH:42][CH:41]=1>CN(C)C=O>[C:14]([O:13][C:11]([NH:10][C@H:9]([C:18]([O:20][C:21]([CH3:22])([CH3:23])[CH3:24])=[O:19])[CH2:8][C@H:7]([CH2:6][C:5]1[CH:4]=[CH:3][C:2]([NH:1][CH2:52][CH2:51][CH2:50][O:49][S:46]([C:43]2[CH:42]=[CH:41][C:40]([CH3:64])=[CH:45][CH:44]=2)(=[O:47])=[O:48])=[CH:33][CH:32]=1)[C:25]([O:27][C:28]([CH3:31])([CH3:30])[CH3:29])=[O:26])=[O:12])([CH3:15])([CH3:16])[CH3:17] |f:1.2.3|. Product: C(C)(C)(C)OC(=O)N[C@@H](C[C@@H](C(=O)OC(C)(C)C)CC1=CC=C(C=C1)NCCCOS(=O)(=O)C1=CC=C(C)C=C1)C(=O)OC(C)(C)C (Di-tert-butyl (4S)—N-(tert-butoxycarbonyl)-4-(4-{[3-(tosyloxy)propyl]amino}-benzyl)-L-glutamate). Procedure details: To 230 mg (0.5 mmol) of di-tert-butyl (4S)-4-(4-aminobenzyl)-N-(tert-butoxycarbonyl)-L-glutamate in 12 mL N,N-dimethylformamide were added 138 mg (1.0 mmol) of potassium carbonate and 385 mg (1.0 mmol) of 1,3-propanediol di-p-toluenesulfonate (Aldrich) and the resulting suspension was heated for 1 h at 100° C. in a microwave oven. The reaction mixture was then filtered, the solvent evaporated and the residue was taken up in dichloromethane. The crude product obtained in this manner was chromatog... Starting materials: NC1=CC=C(C[C@@H](C[C@H](NC(=O)OC(C)(C)C)C(=O)OC(C)(C)C)C(=O)OC(C)(C)C)C=C1 (di-tert-butyl (4S)-4-(4-aminobenzyl)-N-(tert-butoxycarbonyl)-L-glutamate), C([O-])([O-])=O.[K+].[K+] (potassium carbonate), C1(=CC=C(C=C1)S(=O)(=O)OCCCOS(=O)(=O)C1=CC=C(C=C1)C)C (1,3-propanediol di-p-toluenesulfonate). Reactants: FC(C(=O)O)(F)F (Trifluoroacetic acid), O=C1N(C(C2=CC=CC=C12)=O)O[C@@H]1CN(CC1)C(=O)OC(C)(C)C ((S)-tert-butyl 3-(1,3-dioxoisoindolin-2-yloxy)pyrrolidin-1-carboxylate). Reaction conditions: time 17 hour. Yields the product N1C[C@H](CC1)ON1C(C2=CC=CC=C2C1=O)=O ((S)-2-(pyrrolidin-3-yloxy)isoindoline-1,3-dione), FC(C(=O)O)(F)F (trifluoroacetic acid). Yield: 242.9%. Reaction SMILES: [F:1][C:2]([F:7])([F:6])[C:3]([OH:5])=[O:4].[O:8]=[C:9]1[C:17]2[C:12](=[CH:13][CH:14]=[CH:15][CH:16]=2)[C:11](=[O:18])[N:10]1[O:19][C@H:20]1[CH2:24][CH2:23][N:22](C(OC(C)(C)C)=O)[CH2:21]1>>[NH:22]1[CH2:23][CH2:24][C@H:20]([O:19][N:10]2[C:11](=[O:18])[C:12]3[C:17](=[CH:16][CH:15]=[CH:14][CH:13]=3)[C:9]2=[O:8])[CH2:21]1.[F:1][C:2]([F:7])([F:6])[C:3]([OH:5])=[O:4]. Procedure: Trifluoroacetic acid (3.42 g, 30.0 mmol) was added to a solution of (S)-tert-butyl 3-(1,3-dioxoisoindolin-2-yloxy)pyrrolidin-1-carboxylate (3.32 g, 10.0 mmol) CH2Cl2 (25 ml) at 0° C. The reaction mixture was stirred at room temperature for 17 hours and concentrated in vacuo. The residue was triturated with diethyl ether (100 ml) to give (S)-2-(pyrrolidin-3-yloxy)isoindoline-1,3-dione)trifluoroacetic acid salt (2.77 g, 80%) as a white solid.